From a dataset of the Open Reaction Database (ORD), a public repository of structured organic reaction records. describe an organic reaction: reactants, conditions, products, and yield Starting materials: CS(=O)[O-], CS(C)=O, O=[N+]([O-])c1ccc(F)c(F)c1, [Na+]. Product: CS(=O)(=O)c1ccc([N+](=O)[O-])cc1F. As a reaction SMILES: [CH3:12][S:13](=[O:14])[O-:15].[CH3:17][S:18]([CH3:19])=[O:20].[F:1][c:2]1[cH:3][c:4]([N+:9](=[O:10])[O-:11])[cH:5][cH:6][c:7]1[F:8].[Na+:16]>>[F:1][c:2]1[cH:3][c:4]([N+:9](=[O:10])[O-:11])[cH:5][cH:6][c:7]1[S:13]([CH3:12])(=[O:14])=[O:15].